From a dataset of the Open Reaction Database (ORD), a public repository of structured organic reaction records. describe an organic reaction: reactants, conditions, products, and yield Starting materials: CCOC(=O)c1onc(-c2ccncc2)c1CBr, O=C([O-])[O-], CCOC(=O)CNCc1ccc(OC)cc1OC, CCOC(C)=O, [K+], [K+], CN(C)C=O, O. The product is CCOC(=O)CN(Cc1ccc(OC)cc1OC)Cc1c(-c2ccncc2)noc1C(=O)OCC. Reaction SMILES: [Br:1][CH2:2][c:3]1[c:4](-[c:13]2[cH:14][cH:15][n:16][cH:17][cH:18]2)[n:5][o:6][c:7]1[C:8](=[O:9])[O:10][CH2:11][CH3:12].[C:37](=[O:38])([O-:39])[O-:40].[CH2:19]([CH3:20])[O:21][C:22]([CH2:23][NH:24][CH2:25][c:26]1[c:27]([O:34][CH3:35])[cH:28][c:29]([O:32][CH3:33])[cH:30][cH:31]1)=[O:36].[CH3:43][CH2:44][O:45][C:46]([CH3:47])=[O:48].[K+:41].[K+:42].[O:49]=[CH:50][N:51]([CH3:52])[CH3:53].[OH2:54]>>[CH2:2]([c:3]1[c:4](-[c:13]2[cH:14][cH:15][n:16][cH:17][cH:18]2)[n:5][o:6][c:7]1[C:8](=[O:9])[O:10][CH2:11][CH3:12])[N:24]([CH2:23][C:22]([O:21][CH2:19][CH3:20])=[O:36])[CH2:25][c:26]1[c:27]([O:34][CH3:35])[cH:28][c:29]([O:32][CH3:33])[cH:30][cH:31]1.